This data is from the Open Reaction Database (ORD), a public repository of structured organic reaction records. The task is: describe an organic reaction: reactants, conditions, products, and yield The reactants are C(C)OCCBr (2-bromoethyl ethyl ether), O (water), BrC1=CC(=C(C=C1)O)C (4-bromo-2-methylphenol), C([O-])([O-])=O.[K+].[K+] (potassium carbonate), C(C)OCCBr (bromoethyl ethyl ether). Run in CN(C)C=O (DMF). Conditions: temperature 70 celsius, time 4.5 hour. Yields the product BrC1=CC(=C(C=C1)OCCOCC)C (4-bromo-2-methyl-(2-ethoxyethoxy)benzene). Yield: 82.3%. RXN SMILES: [Br:1][C:2]1[CH:7]=[CH:6][C:5]([OH:8])=[C:4]([CH3:9])[CH:3]=1.C(=O)([O-])[O-].[K+].[K+].[CH2:16]([O:18][CH2:19][CH2:20]Br)[CH3:17].O>CN(C=O)C>[Br:1][C:2]1[CH:7]=[CH:6][C:5]([O:8][CH2:17][CH2:16][O:18][CH2:19][CH3:20])=[C:4]([CH3:9])[CH:3]=1 |f:1.2.3|. Procedure: To a solution of 4-bromo-2-methylphenol (9.3 g) in DMF (50 ml) was added potassium carbonate (9.62 g) and then was added dropwise 2.-bromoethyl ethyl ether (7.99 g), and the mixture was stirred at 70° C. for 3 days. To the mixture was added dropwise 2-bromoethyl ethyl ether (1.52 g), and the mixture was stirred at 70° C. for 4.5 hours and cooled. To the mixture was added water, and the mixture was extracted with ether. The organic layer was washed with 1N sodium hydroxide solution and saturated ... Starting materials: COC(=O)CBr, CCC(CC)(c1ccc(OCC(O[Si](C)(C)C(C)(C)C)C(C)(C)C)c(C)c1)c1cc(C)c(CO)s1, C1CCOC1, [H-], [Na+]. The product is CCC(CC)(c1ccc(OCC(O[Si](C)(C)C(C)(C)C)C(C)(C)C)c(C)c1)c1cc(C)c(COCC(=O)OC)s1. Reaction SMILES: [Br:38][CH2:39][C:40](=[O:41])[O:42][CH3:43].[C:1]([CH3:2])([CH3:3])([CH3:4])[Si:5]([O:6][CH:7]([CH2:8][O:9][c:10]1[c:11]([CH3:29])[cH:12][c:13]([C:16]([CH2:17][CH3:18])([CH2:19][CH3:20])[c:21]2[cH:22][c:23]([CH3:28])[c:24]([CH2:26][OH:27])[s:25]2)[cH:14][cH:15]1)[C:30]([CH3:31])([CH3:32])[CH3:33])([CH3:34])[CH3:35].[CH2:44]1[O:45][CH2:46][CH2:47][CH2:48]1.[H-:37].[Na+:36]>>[C:1]([CH3:2])([CH3:3])([CH3:4])[Si:5]([O:6][CH:7]([CH2:8][O:9][c:10]1[c:11]([CH3:29])[cH:12][c:13]([C:16]([CH2:17][CH3:18])([CH2:19][CH3:20])[c:21]2[cH:22][c:23]([CH3:28])[c:24]([CH2:26][O:27][CH2:39][C:40](=[O:41])[O:42][CH3:43])[s:25]2)[cH:14][cH:15]1)[C:30]([CH3:31])([CH3:32])[CH3:33])([CH3:34])[CH3:35].